Dataset: the Open Reaction Database (ORD), a public repository of structured organic reaction records. Task: describe an organic reaction: reactants, conditions, products, and yield The reactants are CCO, CCOCC, Cl, Cl, CC(C)N(CCOC(=O)C1(c2cccc([N+](=O)[O-])c2)CCC1)C(C)C, [Pd]. The product is Cl, CC(C)N(CCOC(=O)C1(c2cccc(N)c2)CCC1)C(C)C. As a reaction SMILES: [CH3:28][CH2:29][OH:30].[CH3:31][CH2:32][O:33][CH2:34][CH3:35].[ClH:1].[ClH:27].[N+:2]([O-:3])(=[O:4])[c:5]1[cH:6][c:7]([C:11]2([C:15](=[O:16])[O:17][CH2:18][CH2:19][N:20]([CH:21]([CH3:22])[CH3:23])[CH:24]([CH3:25])[CH3:26])[CH2:12][CH2:13][CH2:14]2)[cH:8][cH:9][cH:10]1.[Pd:36]>>[ClH:1].[NH2:2][c:5]1[cH:6][c:7]([C:11]2([C:15](=[O:16])[O:17][CH2:18][CH2:19][N:20]([CH:21]([CH3:22])[CH3:23])[CH:24]([CH3:25])[CH3:26])[CH2:12][CH2:13][CH2:14]2)[cH:8][cH:9][cH:10]1.